Dataset: the Open Reaction Database (ORD), a public repository of structured organic reaction records. Task: describe an organic reaction: reactants, conditions, products, and yield Starting materials: Br, CO, [K+], CC(C)(C)OC(=O)NCCSCc1csc(N)n1, N#C[S-]. Product: CC(C)(C)OC(=O)NCCSCc1nc(N)sc1SC#N. RXN SMILES: [Br:23].[CH3:24][OH:25].[K+:19].[NH2:1][c:2]1[s:3][cH:4][c:5]([CH2:7][S:8][CH2:9][CH2:10][NH:11][C:12](=[O:13])[O:14][C:15]([CH3:16])([CH3:17])[CH3:18])[n:6]1.[S-:20][C:21]#[N:22]>>[NH2:1][c:2]1[s:3][c:4]([S:20][C:21]#[N:22])[c:5]([CH2:7][S:8][CH2:9][CH2:10][NH:11][C:12](=[O:13])[O:14][C:15]([CH3:16])([CH3:17])[CH3:18])[n:6]1.